From a dataset of the Open Reaction Database (ORD), a public repository of structured organic reaction records. describe an organic reaction: reactants, conditions, products, and yield The reactants are [N+](=O)([O-])C1=C(C=CC=C1)S(=O)(=O)NC1=CC=C(C=C1)CCC(=O)OC (methyl 3-(4-{[(2-nitrophenyl)sulfonyl]amino}phenyl)propanoate), C1(=CC=CC=C1)C1=NN(C(=C1)C1=CC=CC=C1)CC1=CC=C(C=C1)CO ({4-[(3,5-diphenyl-1H-pyrazol-1-yl)methyl]phenyl}methanol), C1(=CC=CC=C1)P(C1=CC=CC=C1)C1=CC=CC=C1 (triphenylphosphine), N(=NC(=O)OCC)C(=O)OCC (diethyl azodicarboxylate), SCC(=O)O (mercaptoacetic acid), O.[OH-].[Li+] (lithium hydroxide monohydrate), C(O)([O-])=O.[Na+] (sodium hydrogencarbonate). The solvent is ClCCl (dichloromethane), CN(C=O)C (N,N-dimethylformamide). Run at time 1 hour. The product is C1(=CC=CC=C1)C1=NN(C(=C1)C1=CC=CC=C1)CC1=CC=C(CNC2=CC=C(C=C2)CCC(=O)OC)C=C1 (methyl 3-[4-({4-[(3,5-diphenyl-1H-pyrazol-1-yl)methyl]benzyl}amino)phenyl]propanoate). The yield is 47.8%. As a reaction SMILES: [N+](C1C=CC=CC=1S([NH:13][C:14]1[CH:19]=[CH:18][C:17]([CH2:20][CH2:21][C:22]([O:24][CH3:25])=[O:23])=[CH:16][CH:15]=1)(=O)=O)([O-])=O.[C:26]1([C:32]2[CH:36]=[C:35]([C:37]3[CH:42]=[CH:41][CH:40]=[CH:39][CH:38]=3)[N:34]([CH2:43][C:44]3[CH:49]=[CH:48][C:47]([CH2:50]O)=[CH:46][CH:45]=3)[N:33]=2)[CH:31]=[CH:30][CH:29]=[CH:28][CH:27]=1.C1(P(C2C=CC=CC=2)C2C=CC=CC=2)C=CC=CC=1.N(C(OCC)=O)=NC(OCC)=O.SCC(O)=O.O.[OH-].[Li+].C(=O)([O-])O.[Na+]>ClCCl.CN(C)C=O>[C:26]1([C:32]2[CH:36]=[C:35]([C:37]3[CH:42]=[CH:41][CH:40]=[CH:39][CH:38]=3)[N:34]([CH2:43][C:44]3[CH:49]=[CH:48][C:47]([CH2:50][NH:13][C:14]4[CH:15]=[CH:16][C:17]([CH2:20][CH2:21][C:22]([O:24][CH3:25])=[O:23])=[CH:18][CH:19]=4)=[CH:46][CH:45]=3)[N:33]=2)[CH:31]=[CH:30][CH:29]=[CH:28][CH:27]=1 |f:5.6.7,8.9|. Procedure details: To a solution of methyl 3-(4-{[(2-nitrophenyl)sulfonyl]amino}phenyl)propanoate (180 mg, 0.5 mmol), {4-[(3,5-diphenyl-1H-pyrazol-1-yl)methyl]phenyl}methanol (178 mg, 0.5 mmol) and triphenylphosphine (262 mg, 1.0 mmol) in dichloromethane (5 mL) was added diethyl azodicarboxylate (40% toluene solution, 435 mg, 1.0 mmol) at room temperature, and the mixture was stirred at room temperature for 1 hr. The reaction mixture was purified by silica gel column chromatography (10%-80% ethyl acetate/hexane) t... The reactants are ClC1=C(C=O)C=CC=C1 (o-chlorobenzaldehyde), [C-]#N.[Na+] (sodium cyanide), Cl (hydrochloric acid), [NH4+].[OH-] (NH4OH), S1C=CC=2CNCCC21 (6,7-dihydro-4H-thieno[3,2-c]pyridine). Run in CO (methanol), O (water). Run at temperature 31 celsius, time 2 day. The product is ClC1=C(C=CC=C1)C(C#N)N1CC2=C(CC1)SC=C2 ((±)-(2-chlorophenyl)-(6,7-dihydro-4H-thieno[3,2-c]pyrid-5-yl)acetonitrile). As a reaction SMILES: [Cl:1][C:2]1[CH:9]=[CH:8][CH:7]=[CH:6][C:3]=1[CH:4]=O.[C-:10]#[N:11].[Na+].[S:13]1[C:21]2[CH2:20][CH2:19][NH:18][CH2:17][C:16]=2[CH:15]=[CH:14]1.Cl.[NH4+].[OH-]>CO.O>[Cl:1][C:2]1[CH:9]=[CH:8][CH:7]=[CH:6][C:3]=1[CH:4]([N:18]1[CH2:19][CH2:20][C:21]2[S:13][CH:14]=[CH:15][C:16]=2[CH2:17]1)[C:10]#[N:11] |f:1.2,5.6|. Reported procedure: 123.83 g (880 mmol) o-chlorobenzaldehyde and 44 g (897 mmol) sodium cyanide were added to in 100 mL of methanol and water (1:1) mixture. To this 150 g (1070 mmol) 6,7-dihydro-4H-thieno[3,2-c]pyridine was added, followed by the addition of 10 mL concentrated hydrochloric acid and was stirred for 2 days at 31° C. temperature. The pH of reaction mixture was adjusted to 7.5-8.0 using NH4OH. The product was extracted with ethyl acetate (2×50 mL) and washed with water (2×50 mL), brine (50 mL) and was ... The reactants are FC1=CC(=C(C=C1F)C1=C(C=NC=C1)NCC(F)(F)F)OC ([4-(4,5-difluoro-2-methoxy-phenyl)-pyridin-3-yl]-(2,2,2-trifluoro-ethyl)-amine), FC(C=1C=C(C(=O)O)C=C(N1)C(F)(F)F)(F)F (2,6-bis(trifluoromethyl)isonicotinic acid). The product is FC1=CC(=C(C=C1F)C1=C(C=NC=C1)N(C(C1=CC(=NC(=C1)C(F)(F)F)C(F)(F)F)=O)CC(F)(F)F)OC (N-[4-(4,5-Difluoro-2-methoxy-phenyl)-pyridin-3-yl]-N-(2,2,2-trifluoro-ethyl)-2,6-bis-trifluoromethyl-isonicotinamide). As a reaction SMILES: [F:1][C:2]1[C:7]([F:8])=[CH:6][C:5]([C:9]2[CH:14]=[CH:13][N:12]=[CH:11][C:10]=2[NH:15][CH2:16][C:17]([F:20])([F:19])[F:18])=[C:4]([O:21][CH3:22])[CH:3]=1.[F:23][C:24]([F:39])([F:38])[C:25]1[CH:26]=[C:27]([CH:31]=[C:32]([C:34]([F:37])([F:36])[F:35])[N:33]=1)[C:28](O)=[O:29]>>[F:1][C:2]1[C:7]([F:8])=[CH:6][C:5]([C:9]2[CH:14]=[CH:13][N:12]=[CH:11][C:10]=2[N:15]([CH2:16][C:17]([F:18])([F:19])[F:20])[C:28](=[O:29])[C:27]2[CH:31]=[C:32]([C:34]([F:35])([F:36])[F:37])[N:33]=[C:25]([C:24]([F:39])([F:23])[F:38])[CH:26]=2)=[C:4]([O:21][CH3:22])[CH:3]=1. Procedure: The title compound was prepared in analogy to example 90, from [4-(4,5-difluoro-2-methoxy-phenyl)-pyridin-3-yl]-(2,2,2-trifluoro-ethyl)-amine (example 132, intermediate a) and 2,6-bis(trifluoromethyl)isonicotinic acid (Key Organics Ltd.) after a reaction time of 96 hours. The compound was purified by silica gel chromatography on a 20 g column using a MPLC system eluting with a gradient of n-heptane:EtOAc (100:0 to 50:50). Light brown solid (31%). MS (ESI): m/z=560.08 [M+H]+. Reaction SMILES: [Cl:1][C:2]1[C:7]([F:8])=[CH:6][C:5]([F:9])=[C:4]([Cl:10])[C:3]=1[F:11].[Cl:12][S:13](O)(=[O:15])=[O:14]>>[Cl:1][C:2]1[C:7]([F:8])=[C:6]([S:13]([Cl:12])(=[O:15])=[O:14])[C:5]([F:9])=[C:4]([Cl:10])[C:3]=1[F:11]. Reaction conditions: temperature 80 celsius. The product is ClC=1C(=C(C(=C(C1F)Cl)F)S(=O)(=O)Cl)F (3,5-Dichloro-2,4,6-trifluorophenylsulfonyl chloride). Procedure: 1,3-Dichloro-2,4,6-trifluorobenzene (5.0 g, 25 mmol) and chlorosulfonic acid (10.0 mL, 150 mmol) were mixed at ambient temperature under a nitrogen atmosphere and the reaction was heated at 80° C. for 24 h. The mixture was then allowed to cool to ambient temperature and was poured onto 12 g of crushed ice. The product was extracted with diethyl ether, dried over MgSO4, and the solvent was evaporated to produce 4.9 g of the title compound, which was used without further purification. The yield is 65.4%. The reactants are ClC1=C(C(=C(C=C1F)F)Cl)F (1,3-Dichloro-2,4,6-trifluorobenzene), ClS(=O)(=O)O (chlorosulfonic acid), ice. Reactants: Cc1ccccc1, CC(C)c1ccc(NCc2ccc(OCC(F)(F)F)cc2)cc1, CC(C)c1cccc(C(C)C)c1N=C=O. Product: CC(C)c1ccc(N(Cc2ccc(OCC(F)(F)F)cc2)C(=O)Nc2c(C(C)C)cccc2C(C)C)cc1. Reaction SMILES: [CH3:39][c:40]1[cH:41][cH:42][cH:43][cH:44][cH:45]1.[CH:1]([CH3:2])([CH3:3])[c:4]1[cH:5][cH:6][c:7]([NH:10][CH2:11][c:12]2[cH:13][cH:14][c:15]([O:18][CH2:19][C:20]([F:21])([F:22])[F:23])[cH:16][cH:17]2)[cH:8][cH:9]1.[CH:24]([CH3:25])([CH3:26])[c:27]1[c:28]([N:36]=[C:37]=[O:38])[c:29]([CH:33]([CH3:34])[CH3:35])[cH:30][cH:31][cH:32]1>>[CH:1]([CH3:2])([CH3:3])[c:4]1[cH:5][cH:6][c:7]([N:10]([CH2:11][c:12]2[cH:13][cH:14][c:15]([O:18][CH2:19][C:20]([F:21])([F:22])[F:23])[cH:16][cH:17]2)[C:37]([NH:36][c:28]2[c:27]([CH:24]([CH3:25])[CH3:26])[cH:32][cH:31][cH:30][c:29]2[CH:33]([CH3:34])[CH3:35])=[O:38])[cH:8][cH:9]1. Reactants: ClC1=C2N(C(C(=C1)NC1=CC(=NC=N1)NC(=O)C1CC1)=O)C(NC2=O)(C)C2=CC(=CC=C2)F (N-[6-[[8-chloro-3-(3-fluorophenyl)-3-methyl-1,5-dioxo-2H-imidazo[1,5-a]pyridin-6-yl]amino]pyrimidin-4-yl]cyclopropanecarboxamide), BrC=1C=C(C(=NC1)C(=O)OCC)F (ethyl 5-bromo-3-fluoro-pyridine-2-carboxylate). Reagents/catalysts: [Fe](Cl)(Cl)Cl (iron(III) chloride). The solvent is C(C)#N (acetonitrile). Reaction conditions: temperature 90 celsius. The product is BrC1=CC(=C2N(C1=O)C(NC2=O)C2=CC(=CC=C2)F)Cl (6-bromo-8-chloro-3-(3-fluorophenyl)-2,3-dihydroimidazo[1,5-a]pyridine-1,5-dione). RXN SMILES: [Cl:1][C:2]1[CH:7]=[C:6](NC2N=CN=C(NC(C3CC3)=O)C=2)[C:5](=[O:21])[N:4]2[C:22]([C:27]3[CH:32]=[CH:31][CH:30]=[C:29]([F:33])[CH:28]=3)(C)[NH:23][C:24](=[O:25])[C:3]=12.[Br:34]C1C=C(F)C(C(OCC)=O)=NC=1>[Fe](Cl)(Cl)Cl.C(#N)C>[Br:34][C:6]1[C:5](=[O:21])[N:4]2[CH:22]([C:27]3[CH:32]=[CH:31][CH:30]=[C:29]([F:33])[CH:28]=3)[NH:23][C:24](=[O:25])[C:3]2=[C:2]([Cl:1])[CH:7]=1. Procedure: A mixture of 5-bromo-3-chloro-6-oxo-1H-pyridine-2-carboxamide (1, 0.4 g, 1.59 mmol), 3-fluorobenzaldehyde (2, 0.69 g, 5.57 mmol), acetonitrile (15 mL) and iron(III) chloride (1.81 g, 11.13 mmol) in a sealed tube was heated at 90° C. for 16 h. Once TLC showed consumption of the starting material, the mixture was cooled and filtered through a celite bed. The celite was washed with acetonitrile and the filtrate was concentrated under vacuum. The crude residue was subjected to flash column chromatog... Starting materials: NC=1SC2=C(N1)C=CC(=C2)NC(=S)NC(C2=CC=CC=C2)=O (1-(2-Amino-benzothiazol-6-yl)-3-benzoylthiourea), [OH-].[Na+] (NaOH). Run in C1CCOC1 (THF). Product: NC=1SC2=C(N1)C=CC(=C2)NC(=S)N (1-(2-Amino-benzothiazol-6-yl)thiourea). Isolated yield 66.5%. Reaction SMILES: [NH2:1][C:2]1[S:3][C:4]2[CH:10]=[C:9]([NH:11][C:12]([NH:14]C(=O)C3C=CC=CC=3)=[S:13])[CH:8]=[CH:7][C:5]=2[N:6]=1.[OH-].[Na+]>C1COCC1>[NH2:1][C:2]1[S:3][C:4]2[CH:10]=[C:9]([NH:11][C:12]([NH2:14])=[S:13])[CH:8]=[CH:7][C:5]=2[N:6]=1 |f:1.2|. Procedure: A suspension of 1-(2-amino-benzothiazol-6-yl)-3-benzoyl-thiourea (Example 2, 0.2 g, 0.61 mmol) and 2.0 N NaOH (0.67 mL, 1.34 mmol) in 10 mL of THF was heated at reflux for 4 hours. Upon cooling, a yellow solid precipitated which was filtered. Yield: 66.5%, 1H-NMR (DMSO-d6): δ 9.55 (s, 1H); 7.64 (d, 1H, J=1.8 Hz); 7.44 (s, 2H); 7.27 (m, 2H); 7.03 (dd, 1H, J=8.0, 2.0 Hz). Reactants: C(CCC)[Li] (n-butyllithium), [I-].C(C1=CC=CC=C1)OC=1C(=CC2=C(CCO2)C1)CP(C1=CC=CC=C1)(C1=CC=CC=C1)C1=CC=CC=C1 ((5-benzyloxy-2,3-dihydro-benzofuran-6-yl)methyl triphenylphosphine iodide), C(C1=CC=CC=C1)(=O)C1=CC=CC=C1 (benzophenone). Solvent: O1CCCC1 (tetrahydrofuran). Conditions: temperature 5 celsius, time 10 minute. The product is C(C1=CC=CC=C1)OC=1C(=CC2=C(CCO2)C1)C=C(C1=CC=CC=C1)C1=CC=CC=C1 (1-(5-benzyloxy-2,3-dihydrobenzofuran-6-yl)-2,2-diphenyl-ethene). Isolated yield 22.2%. As a reaction SMILES: [I-].[CH2:2]([O:9][C:10]1[C:11]([CH2:19]P(C2C=CC=CC=2)(C2C=CC=CC=2)C2C=CC=CC=2)=[CH:12][C:13]2[O:17][CH2:16][CH2:15][C:14]=2[CH:18]=1)[C:3]1[CH:8]=[CH:7][CH:6]=[CH:5][CH:4]=1.C([Li])CCC.[C:44]([C:52]1[CH:57]=[CH:56][CH:55]=[CH:54][CH:53]=1)(=O)[C:45]1[CH:50]=[CH:49][CH:48]=[CH:47][CH:46]=1>O1CCCC1>[CH2:2]([O:9][C:10]1[C:11]([CH:19]=[C:44]([C:45]2[CH:50]=[CH:49][CH:48]=[CH:47][CH:46]=2)[C:52]2[CH:57]=[CH:56][CH:55]=[CH:54][CH:53]=2)=[CH:12][C:13]2[O:17][CH2:16][CH2:15][C:14]=2[CH:18]=1)[C:3]1[CH:4]=[CH:5][CH:6]=[CH:7][CH:8]=1 |f:0.1|. Procedure details: A mixture of (5-benzyloxy-2,3-dihydro-benzofuran-6-yl)methyl triphenylphosphine iodide (2.0 g, 0.0033 mol) in tetrahydrofuran (20 ml) was cooled to an internal temperature of 5° C. under nitrogen and a solution of n-butyllithium (1.55M in hexane, 1.9 ml, 0.0030 mol) was added dropwise. The resulting mixture was stirred for 10 minutes then benzophenone (0.47 g, 0.0030 mol) was added portionwise. The ice bath was removed and the reaction was allowed to stir for 18 hours, then heated to reflux for ... Starting materials: O=C([O-])O, Cc1ccccc1, COc1cc(C=O)cc(OCCOCCOCCOCCN=[N+]=[N-])c1OC, [Na+], O, OCCO, Cc1ccc(S(=O)(=O)O)cc1. The product is COc1cc(C2OCCO2)cc(OCCOCCOCCOCCN=[N+]=[N-])c1OC. As a reaction SMILES: [C:44](=[O:45])([OH:46])[O-:47].[CH3:49][c:50]1[cH:51][cH:52][cH:53][cH:54][cH:55]1.[N:1](=[N+:2]=[N-:3])[CH2:4][CH2:5][O:6][CH2:7][CH2:8][O:9][CH2:10][CH2:11][O:12][CH2:13][CH2:14][O:15][c:16]1[cH:17][c:18]([CH:19]=[O:20])[cH:21][c:22]([O:26][CH3:27])[c:23]1[O:24][CH3:25].[Na+:48].[OH2:32].[OH:28][CH2:29][CH2:30][OH:31].[c:33]1([CH3:34])[cH:35][cH:36][c:37]([S:38]([OH:39])(=[O:40])=[O:41])[cH:42][cH:43]1>>[N:1](=[N+:2]=[N-:3])[CH2:4][CH2:5][O:6][CH2:7][CH2:8][O:9][CH2:10][CH2:11][O:12][CH2:13][CH2:14][O:15][c:16]1[cH:17][c:18]([CH:19]2[O:20][CH2:30][CH2:29][O:28]2)[cH:21][c:22]([O:26][CH3:27])[c:23]1[O:24][CH3:25]. Reactants: OC(C(=O)O)C1=CC=CC=C1 (hyroxyphenylacetic acid), O.ON1N=NC2=C1C=CC=C2 (1-hydroxybenzotriazole hydrate), 25, Cl.CN(CCCN=C=NCC)C (1-(3-dimethylaminopropyl)-3-ethylcarbodiimide hydrochloride), CN(C=O)C (dimethylformamide). Run in C(C)(=O)OCC (ethyl acetate). Reaction conditions: time 8 hour. The product is ClC=1C=C(NC(=O)CC2=CC=C(C=C2)O)C=C(C1)C (4-[[(3-chloro-5-methylanilino)carbonyl]methyl]phenol). As a reaction SMILES: O[CH:2]([C:6]1[CH:11]=[CH:10]C=[CH:8][CH:7]=1)[C:3](O)=O.[OH2:12].O[N:14]1[C:18]2[CH:19]=[CH:20][CH:21]=[CH:22][C:17]=2N=N1.[ClH:23].[CH3:24]N(C)CCCN=C=NCC.CN(C)[CH:37]=[O:38]>C(OCC)(=O)C>[Cl:23][C:22]1[CH:17]=[C:18]([CH:19]=[C:20]([CH3:24])[CH:21]=1)[NH:14][C:10]([CH2:11][C:6]1[CH:7]=[CH:8][C:37]([OH:38])=[CH:3][CH:2]=1)=[O:12] |f:1.2,3.4|. Procedure details: To a solution of 4 hyroxyphenylacetic acid (5.9 g,39 mmol) and 1-hydroxybenzotriazole hydrate (5.8 g,43 mmol) in dimethylformamide (40 mL), 25 (5.5 g, 39 mmol) and 1-(3-dimethylaminopropyl)-3-ethylcarbodiimide hydrochloride (9.0 g,47 mmol) were added. The reaction mixture was stirred overnight at room temperature, then diluted with ethyl acetate (100 mL). The mixture was washed with water (3×5 mL) and 10% potassium hydrogen sulfate (3×50 mL). The organic layers were combined and washed with brin...